Dataset: the Open Reaction Database (ORD), a public repository of structured organic reaction records. Task: describe an organic reaction: reactants, conditions, products, and yield Reported procedure: To a solution of 3-[3-[N-[4-(1-t-butoxycarbonylpiperidin-4-yloxy)phenyl]amino]-1-(E)-propenyl]benzonitrile (1200 mg) in N,N-dimethylformamide (20 ml) were added potassium carbonate (1710 mg) and ethyl 2-bromopropionate (1.5 ml). The mixture was stirred at 100° C. for 12 hours. After addition of water, the reaction mixture was extracted with ethyl acetate. The extract was washed with brine. The organic layer was dried over anhydrous magnesium sulfate, filtered and the filtrate concentrated in vac... The product is C(C)(C)(C)OC(=O)N1CCC(CC1)OC1=CC=C(C=C1)N(C\C=C\C1=CC(=CC=C1)C#N)C(C(=O)OCC)C (Ethyl 2-[N-[4-(1-t-Butoxycarbonylpiperidin-4-yloxy)phenyl]-N-[3-(3-cyanophenyl)-2-(E)-propenyl]amino]propionate). Starting materials: C(C)(C)(C)OC(=O)N1CCC(CC1)OC1=CC=C(C=C1)NC/C=C/C=1C=C(C#N)C=CC1 (3-[3-[N-[4-(1-t-butoxycarbonylpiperidin-4-yloxy)phenyl]amino]-1-(E)-propenyl]benzonitrile), C([O-])([O-])=O.[K+].[K+] (potassium carbonate), BrC(C(=O)OCC)C (ethyl 2-bromopropionate), O (water). Run at temperature 100 celsius, time 12 hour. Isolated yield 60.0%. The solvent is CN(C=O)C (N,N-dimethylformamide). Reaction SMILES: [C:1]([O:5][C:6]([N:8]1[CH2:13][CH2:12][CH:11]([O:14][C:15]2[CH:20]=[CH:19][C:18]([NH:21][CH2:22]/[CH:23]=[CH:24]/[C:25]3[CH:26]=[C:27]([CH:30]=[CH:31][CH:32]=3)[C:28]#[N:29])=[CH:17][CH:16]=2)[CH2:10][CH2:9]1)=[O:7])([CH3:4])([CH3:3])[CH3:2].C(=O)([O-])[O-].[K+].[K+].Br[CH:40]([CH3:46])[C:41]([O:43][CH2:44][CH3:45])=[O:42].O>CN(C)C=O>[C:1]([O:5][C:6]([N:8]1[CH2:13][CH2:12][CH:11]([O:14][C:15]2[CH:20]=[CH:19][C:18]([N:21]([CH:40]([CH3:46])[C:41]([O:43][CH2:44][CH3:45])=[O:42])[CH2:22]/[CH:23]=[CH:24]/[C:25]3[CH:32]=[CH:31][CH:30]=[C:27]([C:28]#[N:29])[CH:26]=3)=[CH:17][CH:16]=2)[CH2:10][CH2:9]1)=[O:7])([CH3:4])([CH3:2])[CH3:3] |f:1.2.3|. Starting materials: CC1=CC=CC(=N1)C=O (6-methyl-2-pyridinecarboxaldehyde), C1(CC1)CC(O)C1=NC=CC=C1 (2-cyclopropyl-1-(pyridin-2-yl)ethanol). Product: CC1=CC=CC(=N1)C(CC)O (1-(6-Methylpyridin-2-yl)propan-1-ol). Reaction SMILES: [CH3:1][C:2]1[N:7]=[C:6]([CH:8]=[O:9])[CH:5]=[CH:4][CH:3]=1.[CH:10]1(CC(C2C=CC=CN=2)O)C[CH2:11]1>>[CH3:1][C:2]1[N:7]=[C:6]([CH:8]([OH:9])[CH2:10][CH3:11])[CH:5]=[CH:4][CH:3]=1. Procedure details: The title compound was prepared from 6-methyl-2-pyridinecarboxaldehyde (purchased from Tokyo Chemical Industry Co. Ltd.) using a procedure similar to the one described above for the synthesis of 2-cyclopropyl-1-(pyridin-2-yl)ethanol (Example 232, Step A). Mass Spectrum (ESI) m/z=151.4 (M+1).